Dataset: the Open Reaction Database (ORD), a public repository of structured organic reaction records. Task: describe an organic reaction: reactants, conditions, products, and yield The reactants are COc1ncc(Br)n2cnnc12, O=C([O-])[O-], C1COCCO1, [Cs+], [Cs+], O, c1ccc(P(c2ccccc2)(c2ccccc2)[Pd](P(c2ccccc2)(c2ccccc2)c2ccccc2)(P(c2ccccc2)(c2ccccc2)c2ccccc2)P(c2ccccc2)(c2ccccc2)c2ccccc2)cc1, OB(O)c1cccs1. Product: COc1ncc(-c2cccs2)n2cnnc12. As a reaction SMILES: [Br:1][c:2]1[cH:3][n:4][c:5]([O:11][CH3:12])[c:6]2[n:7]1[cH:8][n:9][n:10]2.[C:21](=[O:22])([O-:23])[O-:24].[CH2:27]1[O:28][CH2:29][CH2:30][O:31][CH2:32]1.[Cs+:25].[Cs+:26].[OH2:110].[cH:33]1[cH:34][cH:35][c:36]([P:37]([Pd:38]([P:39]([c:40]2[cH:41][cH:42][cH:43][cH:44][cH:45]2)([c:46]2[cH:47][cH:48][cH:49][cH:50][cH:51]2)[c:52]2[cH:53][cH:54][cH:55][cH:56][cH:57]2)([P:58]([c:59]2[cH:60][cH:61][cH:62][cH:63][cH:64]2)([c:65]2[cH:66][cH:67][cH:68][cH:69][cH:70]2)[c:71]2[cH:72][cH:73][cH:74][cH:75][cH:76]2)[P:77]([c:78]2[cH:79][cH:80][cH:81][cH:82][cH:83]2)([c:84]2[cH:85][cH:86][cH:87][cH:88][cH:89]2)[c:90]2[cH:91][cH:92][cH:93][cH:94][cH:95]2)([c:96]2[cH:97][cH:98][cH:99][cH:100][cH:101]2)[c:102]2[cH:103][cH:104][cH:105][cH:106][cH:107]2)[cH:108][cH:109]1.[s:13]1[c:14]([B:18]([OH:19])[OH:20])[cH:15][cH:16][cH:17]1>>[c:2]1(-[c:14]2[s:13][cH:17][cH:16][cH:15]2)[cH:3][n:4][c:5]([O:11][CH3:12])[c:6]2[n:7]1[cH:8][n:9][n:10]2. RXN SMILES: [Br-:1].[CH:2]1([C:8]([OH:34])([C:28]2[CH:33]=[CH:32][CH:31]=[CH:30][CH:29]=2)[C:9]([O:11][CH:12]2[CH2:17][CH2:16][CH2:15][CH2:14][N+:13]2([CH2:19][C:20](=[O:27])[NH:21][C:22]2[CH:26]=[CH:25][O:24][N:23]=2)[CH3:18])=[O:10])[CH2:7][CH2:6][CH2:5][CH2:4][CH2:3]1.[C:35](O)(=O)C(C1C=CC=CC=1)(C1C=CC=CC=1)O>>[Br-:1].[OH:34][C:8]([C:28]1[CH:33]=[CH:32][CH:31]=[CH:30][CH:29]=1)([C:2]1[CH:7]=[CH:6][CH:5]=[CH:4][CH:3]=1)[C:9]([O:11][CH2:12][C@@H:17]1[CH2:16][CH2:15][CH2:14][N+:13]([CH2:19][C:20](=[O:27])[NH:21][C:22]2[CH:26]=[CH:25][O:24][N:23]=2)([CH3:35])[CH2:18]1)=[O:10] |f:0.1,3.4|. Procedure: This compound is prepared by an analogous method (1R/S,2R)-3-((R/S)-(2-cyclohexyl-2-hydroxy-2-phenyl-acetoxy)-1-(isoxazol-3-ylcarbamoylmethyl)-1-methyl-piperidinium bromide: (Example 2) by replacing cyclohexyl-hydroxy-phenyl-acetic acid with benzilic acid. The product is [Br-].OC(C(=O)OC[C@H]1C[N+](CCC1)(C)CC(NC1=NOC=C1)=O)(C1=CC=CC=C1)C1=CC=CC=C1 ((1R/S,3R)-3-(2-Hydroxy-2,2-diphenyl-acetoxymethyl)-1-(isoxazol-3-ylcarbamoyl methyl)-1-methyl-piperidinium bromide). Starting materials: [Br-].C1(CCCCC1)C(C(=O)OC1[N+](CCCC1)(C)CC(NC1=NOC=C1)=O)(C1=CC=CC=C1)O ((R/S)-(2-cyclohexyl-2-hydroxy-2-phenyl-acetoxy)-1-(isoxazol-3-ylcarbamoylmethyl)-1-methyl-piperidinium bromide), C(C(O)(C1=CC=CC=C1)C1=CC=CC=C1)(=O)O (benzilic acid).